Dataset: the Open Reaction Database (ORD), a public repository of structured organic reaction records. Task: describe an organic reaction: reactants, conditions, products, and yield Reactants: CCOCC, Cc1ccccc1, O=C(Cl)c1ccc(Cl)cc1, CCc1nccn1-c1ccc(N)cc1. The product is CCc1nccn1-c1ccc(NC(=O)c2ccc(Cl)cc2)cc1. Reaction SMILES: [CH3:25][CH2:26][O:27][CH2:28][CH3:29].[CH3:30][c:31]1[cH:32][cH:33][cH:34][cH:35][cH:36]1.[Cl:15][c:16]1[cH:17][cH:18][c:19]([C:20](=[O:21])[Cl:22])[cH:23][cH:24]1.[NH2:1][c:2]1[cH:3][cH:4][c:5](-[n:8]2[c:9]([CH2:13][CH3:14])[n:10][cH:11][cH:12]2)[cH:6][cH:7]1>>[NH:1]([c:2]1[cH:3][cH:4][c:5](-[n:8]2[c:9]([CH2:13][CH3:14])[n:10][cH:11][cH:12]2)[cH:6][cH:7]1)[C:20]([c:19]1[cH:18][cH:17][c:16]([Cl:15])[cH:24][cH:23]1)=[O:21]. Yields the product COC(=O)Nc1ccccc1F. Reactants: CCOC(C)=O, COC(=O)Cl, Nc1ccccc1F, O, c1ccncc1. Reaction SMILES: [CH3:21][CH2:22][O:23][C:24](=[O:25])[CH3:26].[Cl:15][C:16](=[O:17])[O:18][CH3:19].[NH2:1][c:2]1[cH:3][cH:4][cH:5][cH:6][c:7]1[F:8].[OH2:20].[cH:9]1[cH:10][cH:11][n:12][cH:13][cH:14]1>>[NH:1]([c:2]1[cH:3][cH:4][cH:5][cH:6][c:7]1[F:8])[C:16](=[O:17])[O:18][CH3:19]. Starting materials: ClC=1C=C(C=CC1)N=C=O (3-chlorophenyl isocyanate), ClCCN1C(OCC1)=O (N-(2-chloroethyl)-2-oxazolidinone). The reagents and catalysts are [Al+3].[Cl-].[Cl-].[Cl-] (AlCl3). Run in ClCCl (dichloromethane). Reaction conditions: temperature 195 celsius. Yields the product ClC=1C=C(C=CC1)N1C(N(CC1)CCCl)=O (N-(3-chlorophenyl)-N'-(2-chloroethyl)imidazolidinone). The yield is 78.7%. RXN SMILES: [Cl:1][C:2]1[CH:3]=[C:4]([N:8]=[C:9]=[O:10])[CH:5]=[CH:6][CH:7]=1.[Cl:11][CH2:12][CH2:13][N:14]1[CH2:18][CH2:17]OC1=O>ClCCl.[Al+3].[Cl-].[Cl-].[Cl-]>[Cl:1][C:2]1[CH:3]=[C:4]([N:8]2[CH2:17][CH2:18][N:14]([CH2:13][CH2:12][Cl:11])[C:9]2=[O:10])[CH:5]=[CH:6][CH:7]=1 |f:3.4.5.6|. Procedure: A mixture of 3-chlorophenyl isocyanate (7.65 g, 50 mmoles), N-(2-chloroethyl)-2-oxazolidinone (7.5 g, 50 mmoles) and anhydrous AlCl3 (40 mg, 0.3 mmole) is heated at 195° C. for 6 hours with stirring. The reaction mixture is dissolved in dichloromethane and the resulting solution is washed with water twice. The dichloromethane solution is dried and evaporated and the residue distilled at reduced pressure. The distillate is recrystallized from hot hexane to give 10.2 g (78.4 percent) of the desire... The reactants are CCCCCCN(Cc1ccccc1)C(=O)COc1ccc(CC(OCC)C(=O)OCC)cc1, C1CCOC1, Cl, [Li+], [OH-]. Yields the product CCCCCCN(Cc1ccccc1)C(=O)COc1ccc(CC(OCC)C(=O)O)cc1. Reaction SMILES: [CH2:1]([CH3:2])[O:3][C:4]([CH:5]([CH2:6][c:7]1[cH:8][cH:9][c:10]([O:13][CH2:14][C:15](=[O:16])[N:17]([CH2:18][CH2:19][CH2:20][CH2:21][CH2:22][CH3:23])[CH2:24][c:25]2[cH:26][cH:27][cH:28][cH:29][cH:30]2)[cH:11][cH:12]1)[O:31][CH2:32][CH3:33])=[O:34].[CH2:38]1[O:39][CH2:40][CH2:41][CH2:42]1.[ClH:37].[Li+:36].[OH-:35]>>[O:3]=[C:4]([CH:5]([CH2:6][c:7]1[cH:8][cH:9][c:10]([O:13][CH2:14][C:15](=[O:16])[N:17]([CH2:18][CH2:19][CH2:20][CH2:21][CH2:22][CH3:23])[CH2:24][c:25]2[cH:26][cH:27][cH:28][cH:29][cH:30]2)[cH:11][cH:12]1)[O:31][CH2:32][CH3:33])[OH:34]. Reactants: BrB(Br)Br, ClCCl, COc1cccc(C(=O)c2cnn(-c3ccc(F)cc3)c2N)c1. Product: Nc1c(C(=O)c2cccc(O)c2)cnn1-c1ccc(F)cc1. Reaction SMILES: [B:24]([Br:25])([Br:26])[Br:27].[CH2:28]([Cl:29])[Cl:30].[NH2:1][c:2]1[c:3]([C:14]([c:15]2[cH:16][c:17]([O:21][CH3:22])[cH:18][cH:19][cH:20]2)=[O:23])[cH:4][n:5][n:6]1-[c:7]1[cH:8][cH:9][c:10]([F:13])[cH:11][cH:12]1>>[NH2:1][c:2]1[c:3]([C:14]([c:15]2[cH:16][c:17]([OH:21])[cH:18][cH:19][cH:20]2)=[O:23])[cH:4][n:5][n:6]1-[c:7]1[cH:8][cH:9][c:10]([F:13])[cH:11][cH:12]1. Starting materials: ClC=1N(C2=CC=CC=C2C1C=O)C1=CC=CC=C1 (2-Chloro-1-phenyl-1H-indole-3-carboxaldehyde), N1C=NC=C1 (imidazole). Product: N1(C=NC=C1)C=1N(C2=CC=CC=C2C1C=O)C1=CC=CC=C1 (2-imidazol-1-yl-1-phenyl-1H-indole-3-carboxaldehyde). The yield is 12.0%. As a reaction SMILES: Cl[C:2]1[N:3]([C:13]2[CH:18]=[CH:17][CH:16]=[CH:15][CH:14]=2)[C:4]2[C:9]([C:10]=1[CH:11]=[O:12])=[CH:8][CH:7]=[CH:6][CH:5]=2.[NH:19]1[CH:23]=[CH:22][N:21]=[CH:20]1>>[N:19]1([C:2]2[N:3]([C:13]3[CH:18]=[CH:17][CH:16]=[CH:15][CH:14]=3)[C:4]3[C:9]([C:10]=2[CH:11]=[O:12])=[CH:8][CH:7]=[CH:6][CH:5]=3)[CH:23]=[CH:22][N:21]=[CH:20]1. Procedure: 2-Chloro-1-phenyl-1H-indole-3-carboxaldehyde is reacted with imidazole as described in Example 1 to afford 2-imidazol-1-yl-1-phenyl-1H-indole-3-carboxaldehyde (12% yield) as a white solid. LC/MS: 288 (M+H); RT 2.55 min; NMR (CDCl3): 9.94 (1H, s), 8.45 (1H, d), 7.63 (1H, s), 7.35-7.54 (6H, m), 7.17-7.29 (2H, m), 7.12 (1H, s), 7.03 (1H, s). Product: NC1=C(C(=O)NCCCCN2CCC(=CC2)C2=CC=CC=C2)C=CC(=C1)OC (2-Amino-4-methoxy-N-[4-(4-phenyl-1,2,3,6-tetrahydropyridin-1-yl)butyl]benzamide). Yield: 58.3%. Solvent: C(Cl)(Cl)Cl (chloroform). The reactants are COC1=CC(=C(C(=O)NCCCCN2CCC(=CC2)C2=CC=CC=C2)C=C1)[N+](=O)[O-] (4-methoxy-2-nitro-N-[4-(4-phenyl-1,2,3,6-tetrahydropyridin-1-yl)butyl]benzamide), [Sn](Cl)Cl (tin(II) chloride), C(C)O (ethanol), C([O-])(O)=O.[Na+] (sodium bicarbonate). RXN SMILES: [CH3:1][O:2][C:3]1[CH:27]=[CH:26][C:6]([C:7]([NH:9][CH2:10][CH2:11][CH2:12][CH2:13][N:14]2[CH2:19][CH:18]=[C:17]([C:20]3[CH:25]=[CH:24][CH:23]=[CH:22][CH:21]=3)[CH2:16][CH2:15]2)=[O:8])=[C:5]([N+:28]([O-])=O)[CH:4]=1.[Sn](Cl)Cl.C(O)C.C(=O)(O)[O-].[Na+]>C(Cl)(Cl)Cl>[NH2:28][C:5]1[CH:4]=[C:3]([O:2][CH3:1])[CH:27]=[CH:26][C:6]=1[C:7]([NH:9][CH2:10][CH2:11][CH2:12][CH2:13][N:14]1[CH2:15][CH:16]=[C:17]([C:20]2[CH:21]=[CH:22][CH:23]=[CH:24][CH:25]=2)[CH2:18][CH2:19]1)=[O:8] |f:3.4|. Procedure: A mixture of 4-methoxy-2-nitro-N-[4-(4-phenyl-1,2,3,6-tetrahydropyridin-1-yl)butyl]benzamide (1 g), tin(II) chloride (1.39 g) and ethanol (20 ml) was stirred under reflux for 0.5 hour. After cooling, sat. sodium bicarbonate solution was added and the mixture was diluted with chloroform (50 ml). A chloroform layer was separated, washed in turn with water and brine, dried over magnesium sulfate and evaporated. Crude residue (0.93 g) was chromatographed on a silica gel [13 g, chloroform and methano... Reactants: Br[Mg]c1ccccc1, C1CCOC1, ClN1C=Cc2ccccc2C1. Yields the product C1=CN(c2ccccc2)Cc2ccccc21. Reaction SMILES: [Br:1][Mg:2][c:3]1[cH:4][cH:5][cH:6][cH:7][cH:8]1.[CH2:20]1[O:21][CH2:22][CH2:23][CH2:24]1.[Cl:9][N:10]1[CH2:11][c:12]2[cH:13][cH:14][cH:15][cH:16][c:17]2[CH:18]=[CH:19]1>>[c:3]1([N:10]2[CH2:11][c:12]3[cH:13][cH:14][cH:15][cH:16][c:17]3[CH:18]=[CH:19]2)[cH:4][cH:5][cH:6][cH:7][cH:8]1.